This data is from the Open Reaction Database (ORD), a public repository of structured organic reaction records. The task is: describe an organic reaction: reactants, conditions, products, and yield Reactants: [Al+3], ClCCl, [H-], [H-], [H-], [H-], [Li+], C1CCOC1, O, NC(=O)C1CN(Cc2ccccc2)CC1O. The product is NCC1CN(Cc2ccccc2)CC1O. RXN SMILES: [Al+3:2].[Cl:23][CH2:24][Cl:25].[H-:1].[H-:4].[H-:5].[H-:6].[Li+:3].[O:27]1[CH2:28][CH2:29][CH2:30][CH2:31]1.[OH2:26].[OH:7][CH:8]1[CH2:9][N:10]([CH2:16][c:17]2[cH:18][cH:19][cH:20][cH:21][cH:22]2)[CH2:11][CH:12]1[C:13](=[O:14])[NH2:15]>>[OH:7][CH:8]1[CH2:9][N:10]([CH2:16][c:17]2[cH:18][cH:19][cH:20][cH:21][cH:22]2)[CH2:11][CH:12]1[CH2:13][NH2:15]. Reactants: C[O-].[Na+] (sodium methoxide), COC1=C(C(=O)COC2=C(C(=O)OC)C=CC=C2)C=C(C=C1)OC (methyl 2-(2,5-dimethoxybenzoylmethoxy)-benzoate). The solvent is CO (methanol), CO (methanol). Reaction conditions: time 5 hour. Yields the product COC1=C(C(=O)C=2OC3=C(C2O)C=CC=C3)C=C(C=C1)OC (2-(2,5-dimethoxybenzoyl)-3-hydroxybenzofuran). As a reaction SMILES: C[O-].[Na+].[CH3:4][O:5][C:6]1[CH:25]=[CH:24][C:23]([O:26][CH3:27])=[CH:22][C:7]=1[C:8]([CH2:10][O:11][C:12]1[CH:21]=[CH:20][CH:19]=[CH:18][C:13]=1[C:14]([O:16]C)=O)=[O:9]>CO>[CH3:4][O:5][C:6]1[CH:25]=[CH:24][C:23]([O:26][CH3:27])=[CH:22][C:7]=1[C:8]([C:10]1[O:11][C:12]2[CH:21]=[CH:20][CH:19]=[CH:18][C:13]=2[C:14]=1[OH:16])=[O:9] |f:0.1|. Reported procedure: A solution of sodium methoxide (0.04 g, 0.67 mmol) in methanol was added to a solution of methyl 2-(2,5-dimethoxybenzoylmethoxy)-benzoate (0.20 g, 0.60 mmol) in dry methanol (20 ml) at 0° C. The reaction mixture was stirred at room temperature for 5 h. The reaction mixture was concentrated under reduced pressure and water was added, then extracted with ethyl acetate (three timer 30 ml). The organic layer was wahed with water, dried over sodium sulfate and evaporated under reduced pressure. The r... Reactants: C(C)(C)(C)OC(=O)NC(C(=O)O)CCCCCCCCCCCC (2-(R/S)-[(tert-Butoxycarbonyl)amino]-tetradecanoic acid). Run in C1CCOC1 (THF). Run at time 2 hour. Product: OCC(CCCCCCCCCCCC)NC(OC(C)(C)C)=O (tert-Butyl N-[1-(R/S)-(hydroxymethyl)tridecyl]carbamate). The yield is 85.3%. RXN SMILES: [C:1]([O:5][C:6]([NH:8][CH:9]([CH2:13][CH2:14][CH2:15][CH2:16][CH2:17][CH2:18][CH2:19][CH2:20][CH2:21][CH2:22][CH2:23][CH3:24])[C:10](O)=[O:11])=[O:7])([CH3:4])([CH3:3])[CH3:2]>C1COCC1>[OH:11][CH2:10][CH:9]([NH:8][C:6](=[O:7])[O:5][C:1]([CH3:4])([CH3:3])[CH3:2])[CH2:13][CH2:14][CH2:15][CH2:16][CH2:17][CH2:18][CH2:19][CH2:20][CH2:21][CH2:22][CH2:23][CH3:24]. Procedure: 2-(R/S)-[(tert-butoxycarbonyl)amino]tetradecanoic acid 41 (1.00 g, 2.92 mmol) in abs. THF (3 ml) was added slowly dropwise to BH3-THF complex (1.0M, 5.8 ml, 5.80 mmol) at 0° C. After stirring for 2 hours, the reaction mixture was quenched with 10% acetic acid in methanol (v/v) and evaporated. The residue was taken up in CH2Cl2 (10 ml) and washed with 1M KHSO4(aq) (1×20 ml) and brine (2×20 ml). The solution was then dried over MgSO4, filtered and evaporated. Purification by column chromatography ... Starting materials: COCCBr, COC(=O)c1cc(C#N)ccc1O, CCOC(C)=O, [K+], [K+], O=C([O-])[O-], CN(C)C=O. Product: COCCOc1ccc(C#N)cc1C(=O)OC. As a reaction SMILES: [Br:14][CH2:15][CH2:16][O:17][CH3:18].[C:1](#[N:2])[c:3]1[cH:4][cH:5][c:6]([OH:13])[c:7]([C:8](=[O:9])[O:10][CH3:11])[cH:12]1.[CH3:30][CH2:31][O:32][C:33]([CH3:34])=[O:35].[K+:19].[K+:20].[O-:21][C:22]([O-:23])=[O:24].[O:25]=[CH:26][N:27]([CH3:28])[CH3:29]>>[C:1](#[N:2])[c:3]1[cH:4][cH:5][c:6]([O:13][CH2:15][CH2:16][O:17][CH3:18])[c:7]([C:8](=[O:9])[O:10][CH3:11])[cH:12]1. Reactants: CCOC(=O)C(NC(=O)OC(C)(C)C)c1csc(NC(=O)OCC(Cl)(Cl)Cl)n1, O=CO, [Zn]. Yields the product CCOC(=O)C(NC(=O)OC(C)(C)C)c1csc(N)n1. As a reaction SMILES: [CH2:1]([CH3:2])[O:3][C:4]([CH:5]([c:6]1[n:7][c:8]([NH:11][C:12]([O:13][CH2:14][C:15]([Cl:16])([Cl:17])[Cl:18])=[O:19])[s:9][cH:10]1)[NH:20][C:21](=[O:22])[O:23][C:24]([CH3:25])([CH3:26])[CH3:27])=[O:28].[CH:29]([OH:30])=[O:31].[Zn:32]>>[CH2:1]([CH3:2])[O:3][C:4]([CH:5]([c:6]1[n:7][c:8]([NH2:11])[s:9][cH:10]1)[NH:20][C:21](=[O:22])[O:23][C:24]([CH3:25])([CH3:26])[CH3:27])=[O:28]. Starting materials: ClC1=NC(=CC=C1CCC(=O)OCC)Cl (ethyl 3-(2,6-dichloropyridin-3-yl)propanoate), [Li+].[BH4-] (LiBH4), C1CCOC1 (THF), resultant mixture. Reaction conditions: temperature 0 celsius. Product: C(C)C(CCC=1C(=NC(=CC1)Cl)Cl)O (ethyl 3-(2,6-dichloropyridin-3-yl)propan-1-ol). RXN SMILES: [Cl:1][C:2]1[C:7]([CH2:8][CH2:9][C:10]([O:12]CC)=O)=[CH:6][CH:5]=[C:4]([Cl:15])[N:3]=1.[Li+].[BH4-].[CH2:18]1COC[CH2:19]1>>[CH2:18]([CH:10]([OH:12])[CH2:9][CH2:8][C:7]1[C:2]([Cl:1])=[N:3][C:4]([Cl:15])=[CH:5][CH:6]=1)[CH3:19] |f:1.2|. Procedure details: To a solution of ethyl 3-(2,6-dichloropyridin-3-yl)propanoate in THF (12 mL) was added LiBH4 (88 mg, 4.03 mmol). The resultant mixture was stirred at ambient temperature for 2.5 h then was cooled to 0° C. and carefully quenched by addition of saturated NH4Cl(aq) solution. The reaction mixture was diluted with EtOAc and the organic layer washed successively with H2O (1×) and brine (1×). The organic extract was dried over MgSO4, filtered, and concentrated in vacuo. Purification by silica gel colum... Reactants: COCCOC, O=[N+]([O-])c1cccnc1Cl, [Na+], [Na+], O=C([O-])[O-], Cc1ccc(B(O)O)cc1, c1ccc(P(c2ccccc2)(c2ccccc2)[Pd](P(c2ccccc2)(c2ccccc2)c2ccccc2)(P(c2ccccc2)(c2ccccc2)c2ccccc2)P(c2ccccc2)(c2ccccc2)c2ccccc2)cc1. Product: Cc1ccc(-c2ncccc2[N+](=O)[O-])cc1. RXN SMILES: [CH2:27]([CH2:28][O:29][CH3:30])[O:31][CH3:32].[Cl:1][c:2]1[n:3][cH:4][cH:5][cH:6][c:7]1[N+:8](=[O:9])[O-:10].[Na+:21].[Na+:22].[O-:23][C:24](=[O:25])[O-:26].[c:11]1([CH3:20])[cH:12][cH:13][c:14]([B:17]([OH:18])[OH:19])[cH:15][cH:16]1.[cH:33]1[cH:34][cH:35][c:36]([P:37]([Pd:38]([P:39]([c:40]2[cH:41][cH:42][cH:43][cH:44][cH:45]2)([c:46]2[cH:47][cH:48][cH:49][cH:50][cH:51]2)[c:52]2[cH:53][cH:54][cH:55][cH:56][cH:57]2)([P:58]([c:59]2[cH:60][cH:61][cH:62][cH:63][cH:64]2)([c:65]2[cH:66][cH:67][cH:68][cH:69][cH:70]2)[c:71]2[cH:72][cH:73][cH:74][cH:75][cH:76]2)[P:77]([c:78]2[cH:79][cH:80][cH:81][cH:82][cH:83]2)([c:84]2[cH:85][cH:86][cH:87][cH:88][cH:89]2)[c:90]2[cH:91][cH:92][cH:93][cH:94][cH:95]2)([c:96]2[cH:97][cH:98][cH:99][cH:100][cH:101]2)[c:102]2[cH:103][cH:104][cH:105][cH:106][cH:107]2)[cH:108][cH:109]1>>[c:2]1(-[c:14]2[cH:13][cH:12][c:11]([CH3:20])[cH:16][cH:15]2)[n:3][cH:4][cH:5][cH:6][c:7]1[N+:8](=[O:9])[O-:10]. Reactants: ClC1=CC(=CC2=C1NN=N2)OC (7-chloro-5-methoxy-1H-benzotriazole), ClN1C(CCC1=O)=O (N-chlorosuccinimide), ClC=1C(=C(C=C(C1)OC)N)N (3-chloro-1,2-diamino-5-methoxybenzene), COC1=CC(=C(N)C=C1)[N+](=O)[O-] (4-methoxy-2-nitroaniline). Product: NC(C#N)(CN1N=C2C(=N1)C=C(C=C2Cl)OC)C (2-amino-3-(4-chloro-6-methoxy-2H-benzotriazol-2-yl)-2-methylpropionitrile), ClC1=CC(=CC2=C1NN=N2)OC (7-Chloro-5-methoxy-1H-benzotriazole), ClC=1C(=C(C=C(C1)OC)N)N (3-Chloro-1,2-diamino-5-methoxybenzene), ClC1=CC(=CC(=C1N)[N+](=O)[O-])OC (6-chloro-4-methoxy-2-nitroaniline). The yield is 14.0%. As a reaction SMILES: [Cl:1][C:2]1[C:7]2[NH:8][N:9]=[N:10][C:6]=2[CH:5]=[C:4]([O:11][CH3:12])[CH:3]=1.[Cl:13][C:14]1[C:15]([NH2:23])=[C:16]([NH2:22])[CH:17]=[C:18]([O:20][CH3:21])[CH:19]=1.[CH3:24][O:25][C:26]1[CH:32]=[CH:31][C:29]([NH2:30])=[C:28]([N+:33]([O-:35])=[O:34])[CH:27]=1.[Cl:36]N1C(=O)CCC1=O>>[NH2:22][C:16]([CH3:24])([CH2:17][N:9]1[N:10]=[C:6]2[CH:5]=[C:4]([O:11][CH3:12])[CH:3]=[C:2]([Cl:1])[C:7]2=[N:8]1)[C:15]#[N:23].[Cl:1][C:2]1[C:7]2[NH:8][N:9]=[N:10][C:6]=2[CH:5]=[C:4]([O:11][CH3:12])[CH:3]=1.[Cl:13][C:14]1[C:15]([NH2:23])=[C:16]([NH2:22])[CH:17]=[C:18]([O:20][CH3:21])[CH:19]=1.[Cl:36][C:31]1[C:29]([NH2:30])=[C:28]([N+:33]([O-:35])=[O:34])[CH:27]=[C:26]([O:25][CH3:24])[CH:32]=1. Reported procedure: 2-amino-3-(4-chloro-6-methoxy-2H-benzotriazol-2-yl)-2-methylpropionitrile was prepared using a procedure similar to that described in Example 1, part a and b, except starting from 7-chloro-5-methoxy-1H-benzotriazole. 7-Chloro-5-methoxy-1H-benzotriazole (0.8 g) was prepared using a procedure similar to that described in Example 13, part a, except starting from 3-chloro-1,2-diamino-5-methoxybenzene. 3-Chloro-1,2-diamino-5-methoxybenzene (1.88 g, 75%) was prepared using a procedure similar to that ... The reactants are CSC1=CC=C(C=C1)/C=C/C(C)=O ((E)-4-[4-(methylthio)phenyl]but-3-en-2-one), O.C(C=O)(=O)O (glyoxylic acid monohydrate). Run in C(C)(=O)O (acetic acid), O (water). Product: CSC1=CC=C(C=C1)/C=C/C(/C=C/C(=O)O)=O ((E,E)-6-[4-(methylthio)-phenyl]-4-oxo-2,5-hexadienoic acid). Reaction SMILES: [CH3:1][S:2][C:3]1[CH:8]=[CH:7][C:6](/[CH:9]=[CH:10]/[C:11](=[O:13])[CH3:12])=[CH:5][CH:4]=1.O.[C:15]([OH:19])(=[O:18])[CH:16]=O>C(O)(=O)C.O>[CH3:1][S:2][C:3]1[CH:8]=[CH:7][C:6](/[CH:9]=[CH:10]/[C:11](=[O:13])/[CH:12]=[CH:16]/[C:15]([OH:19])=[O:18])=[CH:5][CH:4]=1 |f:1.2|. Procedure details: A solution of 10.5 g (54.6 mmol) of (E)-4-[4-(methylthio)phenyl]but-3-en-2-one and 5.02 g (54.6 mmol) of glyoxylic acid monohydrate in 15 ml of acetic acid was heated at reflux for 20 hours. The reaction mixture was diluted with water and extracted with methylene chloride. The organic phase was extracted twice with 3N sodium hydroxide solution. The combined aqueous phases were treated with 3N hydrochloric acid to produce a strongly acidic reaction and extracted twice with methylene chloride. The...